From a dataset of the Open Reaction Database (ORD), a public repository of structured organic reaction records. describe an organic reaction: reactants, conditions, products, and yield The reactants are OCC1=C(C(=CC(=C1)C)CO)O (2,6-bis(hydroxymethyl)-4-methylphenol), [H][H] (hydrogen). Reagents/catalysts: platinum alumina. Solvent: CO (methanol). Product: CC1=C(C(=CC(=C1)C)C)O (2,4,6-trimethylphenol). As a reaction SMILES: O[CH2:2][C:3]1[CH:8]=[C:7]([CH3:9])[CH:6]=[C:5]([CH2:10]O)[C:4]=1[OH:12].[H][H]>CO>[CH3:2][C:3]1[CH:8]=[C:7]([CH3:9])[CH:6]=[C:5]([CH3:10])[C:4]=1[OH:12]. Procedure: 108 g of o-cresol, 215 g of 38 wt% formalin, 50 g of sodium hydroxide, and 200 g of water were reacted for 96 hours at 25° C., and the reaction mixture was then neutralized with acetic acid, to obtain 126 g of 2,6-bis(hydroxymethyl)-4-methylphenol. (Yield: 75 mol%) The obtained 2,6-bis(hydroxymethyl)-4-methylphenol was reacted in 250 ml of methanol in the presence of 0.375 wt% of platinum-alumina catalyst and hydrogen for 4 hours at 180° C. at 179 kg/cm2 -G, and 15 g of 2,4,6-trimethylphenol was... Reactants: ClC=1C=C(C=CC1C#N)C1=NN(C=C1)C[C@H](C)NC(=O)C1=NOC(=C1)C(C)O (N—((S)-1-(3-(3-chloro-4-cyanophenyl)-1H-pyrazol-1-yl)propan-2-yl)-5-(1-hydroxyethyl)isoxazole-3-carboxamide), C(C)(=O)OC(C)=O (acetic anhydride). Reagents/catalysts: CN(C)C=1C=CN=CC1 (DMAP). The solvent is N1=CC=CC=C1 (pyridine). Reaction conditions: temperature 0 celsius, time 2 hour. Product: C(C)(=O)OC(C)C1=CC(=NO1)C(N[C@H](CN1N=C(C=C1)C1=CC(=C(C=C1)C#N)Cl)C)=O (1-(3-((S)-1-(3-(3-chloro-4-cyanophenyl)-1H-pyrazol-1-yl)propan-2-yl-carbamoyl)isoxazol-5-yl)ethyl acetate). Yield: 82.0%. Reaction SMILES: [Cl:1][C:2]1[CH:3]=[C:4]([C:10]2[CH:14]=[CH:13][N:12]([CH2:15][C@@H:16]([NH:18][C:19]([C:21]3[CH:25]=[C:24]([CH:26]([OH:28])[CH3:27])[O:23][N:22]=3)=[O:20])[CH3:17])[N:11]=2)[CH:5]=[CH:6][C:7]=1[C:8]#[N:9].[C:29](OC(=O)C)(=[O:31])[CH3:30]>CN(C1C=CN=CC=1)C.N1C=CC=CC=1>[C:29]([O:28][CH:26]([C:24]1[O:23][N:22]=[C:21]([C:19](=[O:20])[NH:18][C@@H:16]([CH3:17])[CH2:15][N:12]2[CH:13]=[CH:14][C:10]([C:4]3[CH:5]=[CH:6][C:7]([C:8]#[N:9])=[C:2]([Cl:1])[CH:3]=3)=[N:11]2)[CH:25]=1)[CH3:27])(=[O:31])[CH3:30]. Procedure: N—((S)-1-(3-(3-chloro-4-cyanophenyl)-1H-pyrazol-1-yl)propan-2-yl)-5-(1-hydroxyethyl)isoxazole-3-carboxamide (28 mg, 0.070 mmol) and DMAP (0.864 mg, 7.00 μmmol) were dissolved in pyridine under nitrogen atmosphere. The reaction mixture was cooled to 0° C., acetic anhydride (7.51 mg, 0.074 mmol) was added and the reaction mixture stirred for 2 h. The solvent was evaporated. Yield 82%. 1H-NMR (400 MHz; CDCl3): δ 1.23 (d, 3H), δ 1.64 (d, 3H), 2.11 (s, 3H), 4.25 (dd, 1H), 4.43 (dd, 1H), 4.54-4.63 (m,... Reactants: CC(C)=O, [Na+], [OH-], O, O=Cc1ccc2sccc2c1. Product: CC(=O)C=Cc1ccc2sccc2c1. RXN SMILES: [CH3:14][C:15]([CH3:16])=[O:17].[Na+:2].[OH-:1].[OH2:18].[s:3]1[c:4]2[c:5]([cH:6][cH:7]1)[cH:8][c:9]([CH:12]=[O:13])[cH:10][cH:11]2>>[s:3]1[c:4]2[c:5]([cH:6][cH:7]1)[cH:8][c:9]([CH:12]=[CH:14][C:15]([CH3:16])=[O:17])[cH:10][cH:11]2. The reactants are C(C(C)C)N1N=C(C=C(C1=O)COS(=O)(=O)C)C1=CC=C(C=C1)S(=O)C (2-isobutyl-4-methanesulfonyloxymethyl-6-[4-(methylsulfinyl)phenyl]-2H-pyridazin-3-one), CN1CCNCC1 (1-methylpiperazine). The product is C(C(C)C)N1N=C(C=C(C1=O)CN1CCN(CC1)C)C1=CC=C(C=C1)S(=O)C (2-isobutyl-4-(4-methyl-1-piperazinyl)methyl-6-[4-(methylsulfinyl)phenyl]-2H-pyridazin-3-one). Isolated yield 61.8%. RXN SMILES: [CH2:1]([N:5]1[C:10](=[O:11])[C:9]([CH2:12]OS(C)(=O)=O)=[CH:8][C:7]([C:18]2[CH:23]=[CH:22][C:21]([S:24]([CH3:26])=[O:25])=[CH:20][CH:19]=2)=[N:6]1)[CH:2]([CH3:4])[CH3:3].[CH3:27][N:28]1[CH2:33][CH2:32][NH:31][CH2:30][CH2:29]1>>[CH2:1]([N:5]1[C:10](=[O:11])[C:9]([CH2:12][N:31]2[CH2:32][CH2:33][N:28]([CH3:27])[CH2:29][CH2:30]2)=[CH:8][C:7]([C:18]2[CH:23]=[CH:22][C:21]([S:24]([CH3:26])=[O:25])=[CH:20][CH:19]=2)=[N:6]1)[CH:2]([CH3:4])[CH3:3]. Reported procedure: Following the procedure of Example 1(10), 2-isobutyl-4-methanesulfonyloxymethyl-6-[4-(methylsulfinyl)phenyl]-2H-pyridazin-3-one and 1-methylpiperazine were reacted to yield the title compound as a yellow oil (yield: 61.8%).